Dataset: the Open Reaction Database (ORD), a public repository of structured organic reaction records. Task: describe an organic reaction: reactants, conditions, products, and yield Reactants: BrC=1C(=C2C(=NC1)NC(=N2)C2=CC=C(C=C2)N(C)C)N2CCN(CC2)C(=O)NC2=CC=CC=C2 (4-(6-bromo-2-(4-(dimethylamino)phenyl)-3H-imidazo[4,5-b]pyridin-7-yl)-N-phenylpiperazine-1-carboxamide), CN1N=C(C(=C1C)C=O)C (1,3,5-trimethyl-1H-pyrazole-4-carboxaldehyde), BrC=1C(=C(C(=NC1)N)[N+](=O)[O-])N1CCN(CC1)CC=1C=NC=CC1 (5-bromo-3-nitro-4-(4-(pyridin-3-ylmethyl)piperazin-1-yl)pyridin-2-amine), [O-]S(=O)S(=O)[O-].[Na+].[Na+] (Na2S2O4). The solvent is C(C)O (ethanol), CN(C)C=O (DMF). Reaction conditions: time 6 hour. The product is BrC=1C(=C2C(=NC1)NC(=N2)C=2C(=NN(C2C)C)C)N2CCN(CC2)CC=2C=NC=CC2 (6-Bromo-7-(4-(pyridin-3-ylmethyl)piperazin-1-yl)-2-(1,3,5-trimethyl-1H-pyrazol-4-yl)-3H-imidazo[4,5-b]pyridine). Isolated yield 33.9%. Reaction SMILES: BrC1C(N2CCN(C(NC3C=CC=CC=3)=O)CC2)=C2N=C(C3C=CC(N(C)C)=CC=3)NC2=NC=1.[Br:35][C:36]1[C:37]([N:46]2[CH2:51][CH2:50][N:49]([CH2:52][C:53]3[CH:54]=[N:55][CH:56]=[CH:57][CH:58]=3)[CH2:48][CH2:47]2)=[C:38]([N+:43]([O-])=O)[C:39]([NH2:42])=[N:40][CH:41]=1.[O-]S(S([O-])=O)=O.[Na+].[Na+].[CH3:67][N:68]1[C:72]([CH3:73])=[C:71]([CH:74]=O)[C:70]([CH3:76])=[N:69]1>C(O)C.CN(C=O)C>[Br:35][C:36]1[C:37]([N:46]2[CH2:51][CH2:50][N:49]([CH2:52][C:53]3[CH:54]=[N:55][CH:56]=[CH:57][CH:58]=3)[CH2:48][CH2:47]2)=[C:38]2[N:43]=[C:74]([C:71]3[C:70]([CH3:76])=[N:69][N:68]([CH3:67])[C:72]=3[CH3:73])[NH:42][C:39]2=[N:40][CH:41]=1 |f:2.3.4|. Procedure: This was prepared using the same procedure as for 4-(6-bromo-2-(4-(dimethylamino)phenyl)-3H-imidazo[4,5-b]pyridin-7-yl)-N-phenylpiperazine-1-carboxamide, but here using 5-bromo-3-nitro-4-(4-(pyridin-3-ylmethyl)piperazin-1-yl)pyridin-2-amine (75 mg, 0.19 mmol), DMF (0.85 mL), ethanol (0.15 mL), 1M Na2S2O4 (3 eq, 0.57 mmol, 0.57 mL) and 1,3,5-trimethyl-1H-pyrazole-4-carboxaldehyde (1.1 eq, 0.21 mmol, 29 mg). After 6 h, concentration in vacuo and preparation by preparative tlc (CH2Cl2-MeOH, 9:1) ga... The reactants are BrC=1C=C(C=CC1)C(F)(F)F (3-Bromobenzotrifluoride), S1C(=CC=C1)B(O)O (thiophene-2-boronic acid). The product is FC(C=1C=C(C=CC1)C=1SC=CC1)(F)F (2-(3-trifluoromethylphenyl)thiophene). As a reaction SMILES: Br[C:2]1[CH:3]=[C:4]([C:8]([F:11])([F:10])[F:9])[CH:5]=[CH:6][CH:7]=1.[S:12]1[CH:16]=[CH:15][CH:14]=[C:13]1B(O)O>>[F:9][C:8]([F:11])([F:10])[C:4]1[CH:3]=[C:2]([C:13]2[S:12][CH:16]=[CH:15][CH:14]=2)[CH:7]=[CH:6][CH:5]=1. Procedure: 3-Bromobenzotrifluoride and thiophene-2-boronic acid were treated in a manner similar to Reference Example 20-(1) to give 2-(3-trifluoromethylphenyl)thiophene as colorless oil. Reactants: C(C)(C)(C)N1N=CC(=C(C1=O)Cl)S (2-t-butyl-4-chloro-5-mercapto-3(2H)-pyridazinone), ClCC=1C=CC(=NC1)OCCC (5-chloromethyl-2-propyloxypyridine), C([O-])([O-])=O.[K+].[K+] (potassium carbonate), crude product, C(C)(C)OC(C)C (isopropyl ether). Solvent: O (water), CN(C=O)C (N,N-dimethylformamide). Reaction conditions: time 8 hour. Product: C(C)(C)(C)N1N=CC(=C(C1=O)Cl)SCC=1C=NC(=CC1)OCCC (2-t-butyl-4-chloro-5{-(6-propyloxy-3-pyridyl)-methylthio}-3(2H)-pyridazinone). Yield: 81.1%. RXN SMILES: [C:1]([N:5]1[C:10](=[O:11])[C:9]([Cl:12])=[C:8]([SH:13])[CH:7]=[N:6]1)([CH3:4])([CH3:3])[CH3:2].Cl[CH2:15][C:16]1[CH:17]=[CH:18][C:19]([O:22][CH2:23][CH2:24][CH3:25])=[N:20][CH:21]=1.C(=O)([O-])[O-].[K+].[K+].C(OC(C)C)(C)C>CN(C)C=O.O>[C:1]([N:5]1[C:10](=[O:11])[C:9]([Cl:12])=[C:8]([S:13][CH2:15][C:16]2[CH:21]=[N:20][C:19]([O:22][CH2:23][CH2:24][CH3:25])=[CH:18][CH:17]=2)[CH:7]=[N:6]1)([CH3:4])([CH3:2])[CH3:3] |f:2.3.4|. Procedure details: To a solution of 2.2 g of 2-t-butyl-4-chloro-5-mercapto-3(2H)-pyridazinone and 1.9 g of 5-chloromethyl-2-propyloxypyridine in 20 ml of N,N-dimethylformamide was added under stirring 1.5 g of potassium carbonate at room temperature. After additional stirring for 8 hours at room temperature, the mixture was poured into 50 ml of water and then extracted twice with 50 ml of benzene. The organic layer was washed with water, dried over anhydrous sodium sulfate and then freed of solvent by distillation...